This data is from the Open Reaction Database (ORD), a public repository of structured organic reaction records. The task is: describe an organic reaction: reactants, conditions, products, and yield Reactants: NC1=NN(N=C1)CCCCC#N (5-(4-amino-1,2,3-triazol-2-yl)valeronitrile), CN=C=S (methylisothiocyanate). Solvent: C(C)#N (acetonitrile). Yields the product CNC(NC1=NN(N=C1)CCCCC#N)=S (5-[4-(3-methylthioureido)-1,2,3-triazol-2-yl]valeronitrile). As a reaction SMILES: [NH2:1][C:2]1[CH:6]=[N:5][N:4]([CH2:7][CH2:8][CH2:9][CH2:10][C:11]#[N:12])[N:3]=1.[CH3:13][N:14]=[C:15]=[S:16]>C(#N)C>[CH3:13][NH:14][C:15](=[S:16])[NH:1][C:2]1[CH:6]=[N:5][N:4]([CH2:7][CH2:8][CH2:9][CH2:10][C:11]#[N:12])[N:3]=1. Procedure details: A solution of 5-(4-amino-1,2,3-triazol-2-yl)valeronitrile (1.65 g.) in acetonitrile (5 ml.) and methylisothiocyanate (0.73 g.) was stirred for 18 hours at ambient temperature and then heated under reflux for 6 hours. The solvent was evaporated and the residue was triturated with ether/EtOH to give 5-[4-(3-methylthioureido)-1,2,3-triazol-2-yl]valeronitrile as a white solid. The reactants are C(CCC)OC(C(NC(CNC(=O)OCC1=CC=CC=C1)=O)CCCNC(N)=N)OCCCC (N-benzyloxycarbonyl-glycyl-D,L-argininal dibutyl acetal). Reagents/catalysts: [Pd] (palladium black). Run in CO (methanol). Yields the product C(CCC)OC(C(NC(CN)=O)CCCNC(N)=N)OCCCC (glycyl-D,L-argininal dibutyl acetal). Yield: 84.1%. RXN SMILES: [CH2:1]([O:5][CH:6]([O:30][CH2:31][CH2:32][CH2:33][CH3:34])[CH:7]([CH2:23][CH2:24][CH2:25][NH:26][C:27](=[NH:29])[NH2:28])[NH:8][C:9](=[O:22])[CH2:10][NH:11]C(OCC1C=CC=CC=1)=O)[CH2:2][CH2:3][CH3:4]>CO.[Pd]>[CH2:31]([O:30][CH:6]([O:5][CH2:1][CH2:2][CH2:3][CH3:4])[CH:7]([CH2:23][CH2:24][CH2:25][NH:26][C:27](=[NH:28])[NH2:29])[NH:8][C:9](=[O:22])[CH2:10][NH2:11])[CH2:32][CH2:33][CH3:34]. Reported procedure: 644 mg of the obtained N-benzyloxycarbonyl-glycyl-D,L-argininal dibutyl acetal was dissolved in 30 ml of methanol and subjected to catalytic reduction with palladium black for four hours. After the completion of the reaction, the palladium black was removed and the solvent was distilled off in vacuo to give 390 mg of glycyl-D,L-argininal dibutyl acetal in the form of a powder. The reactants are ClC1=C(C(=CC(=C1)Cl)Cl)NC(=S)N (2,4,6-trichlorophenylthiourea), ClC(C(=O)OC)C(CC)=O (methyl 2-chloro-3-oxopentanoate). The solvent is C(C)O (ethanol). The product is ClC1=C(C(=CC(=C1)Cl)Cl)NC=1SC(=C(N1)CC)C(=O)OC (Methyl 2-(2,4,6-Trichlorophenylamino)-4-ethylthiazole-5-carboxylate). Reaction SMILES: [Cl:1][C:2]1[CH:7]=[C:6]([Cl:8])[CH:5]=[C:4]([Cl:9])[C:3]=1[NH:10][C:11]([NH2:13])=[S:12].Cl[CH:15]([C:20](=O)[CH2:21][CH3:22])[C:16]([O:18][CH3:19])=[O:17]>C(O)C>[Cl:1][C:2]1[CH:7]=[C:6]([Cl:8])[CH:5]=[C:4]([Cl:9])[C:3]=1[NH:10][C:11]1[S:12][C:15]([C:16]([O:18][CH3:19])=[O:17])=[C:20]([CH2:21][CH3:22])[N:13]=1. Reported procedure: A stirred solution of 2,4,6-trichlorophenylthiourea (scheme 1: (B)) (3.25 g, 12.72 mmoles) and methyl 2-chloro-3-oxopentanoate (Scheme 1: (C)) (1.92 mL, 1.1 equiv.) in ethanol (60 mL) was heated at reflux for 16 hours. The solvent was removed in vacuo and the product was recrystallized from methanol (4.49 g, 97%). H1 NMR (CDCl3) δ 1.15 (3H, t), 2.91 (2H, q), 3.75 (3H, s), 7.47 (2H, s), 9.10 (1H, br). The reactants are C1=CC=CC=2OC3=CC=CC=C3C(C12)CO (9-xanthenemethanol), S(=O)(Cl)Cl (thionyl chloride), C1CCOC1 (THF). Run in N1=CC=CC=C1 (pyridine). Conditions: temperature 50 celsius. The product is ClCC1C2=CC=CC=C2OC=2C=CC=CC12 (9-chloromethylxanthene). Yield: 95.7%. RXN SMILES: [CH:1]1[C:14]2[CH:13]([CH2:15]O)[C:12]3[C:7](=[CH:8][CH:9]=[CH:10][CH:11]=3)[O:6][C:5]=2[CH:4]=[CH:3][CH:2]=1.S(Cl)([Cl:19])=O.C1COCC1>N1C=CC=CC=1>[Cl:19][CH2:15][CH:13]1[C:12]2[CH:11]=[CH:10][CH:9]=[CH:8][C:7]=2[O:6][C:5]2[C:14]1=[CH:1][CH:2]=[CH:3][CH:4]=2. Procedure: To a mixture of 4.0 g of 9-xanthenemethanol and 3.0 mL of freshly distilled thionyl chloride in 30 mL of freshly distilled THF was added dropwise 1.7 mL of pyridine over a period of 15 minutes. The mixture was heated in an oil bath at 50° C. for 12 hours, cooled to room temperature, and washed with half sat'd brine (30 mL), sat'd NaHCO3 (30 mL) and water (2×30 mL). The organic layer was dried over MgSO4 and the solvent was evaporated in vacuo to give 4.16 g (95.7%) of the crude 9-chloromethylxan... Starting materials: NN1CCOCC1 (4-aminomorpholine), ClC=1C=CC=C2C=C(C(=NC12)C1=C(C=CC=C1)Cl)CCl (8-chloro-3-(chloromethyl)-2-(2-chlorophenyl)quinoline), C(C)(C)N(C(C)C)CC (N,N-diisopropylethylamine), [I-].[Li+] (lithium iodide). The solvent is CN(C)C=O (DMF). Conditions: temperature 50 celsius, time 19 hour. The product is ClC=1C=CC=C2C=C(C(=NC12)C1=C(C=CC=C1)Cl)CNN1CCOCC1 (N-((8-chloro-2-(2-chlorophenyl)-quinolin-3-yl)methyl)morpholin-4-amine). As a reaction SMILES: [Cl:1][C:2]1[CH:3]=[CH:4][CH:5]=[C:6]2[C:11]=1[N:10]=[C:9]([C:12]1[CH:17]=[CH:16][CH:15]=[CH:14][C:13]=1[Cl:18])[C:8]([CH2:19]Cl)=[CH:7]2.C(N(CC)C(C)C)(C)C.[I-].[Li+].[NH2:32][N:33]1[CH2:38][CH2:37][O:36][CH2:35][CH2:34]1>CN(C=O)C>[Cl:1][C:2]1[CH:3]=[CH:4][CH:5]=[C:6]2[C:11]=1[N:10]=[C:9]([C:12]1[CH:17]=[CH:16][CH:15]=[CH:14][C:13]=1[Cl:18])[C:8]([CH2:19][NH:32][N:33]1[CH2:38][CH2:37][O:36][CH2:35][CH2:34]1)=[CH:7]2 |f:2.3|. Procedure: To a mixture of 8-chloro-3-(chloromethyl)-2-(2-chlorophenyl)quinoline (Prepared in Example 2), N,N-diisopropylethylamine (0.584 mL, 3.35 mmol), and lithium iodide (0.00566 mL, 0.148 mmol) in 7 mL of DMF was added 4-aminomorpholine (0.0647 mL, 0.670 mmol) and the mixture was stirred at 50° C. After 19 h, the mixture was concentrated under reduced pressure to give an yellow oil. The crude mixture was purified by column chromatography on a 40 g of Redi-Sep™ column using 0-100% gradient of EtOAc in ... Reactants: hydrochloride salt, Cl.COC=1C=CC=2C[C@@H]3[C@@H]4[C@H](CC(C[C@@]4(C2C1)CCN3)=O)C (3-methoxy-8β-methylmorphinan-6-one hydrochloride), C1(CCC1)CBr (cyclobutylmethyl bromide), C1(CC1)CBr (cyclopropylmethyl bromide). The product is Cl.C1(CCC1)CN1[C@H]2[C@@H]3[C@H](CC(C[C@@]3(C=3C=C(C=CC3C2)OC)CC1)=O)C (17-Cyclobutylmethyl-3-methoxy-8β-methylmorphinan-6-one Hydrochloride). Isolated yield 34.0%. Reaction SMILES: [ClH:1].[CH3:2][O:3][C:4]1[CH:5]=[CH:6][C:7]2[CH2:8][C@H:9]3[NH:20][CH2:19][CH2:18][C@@:15]4([C:16]=2[CH:17]=1)[C@H:10]3[C@@H:11]([CH3:22])[CH2:12][C:13](=[O:21])[CH2:14]4.[CH:23]1([CH2:27]Br)[CH2:26][CH2:25][CH2:24]1.C1(CBr)CC1>>[ClH:1].[CH:23]1([CH2:27][N:20]2[CH2:19][CH2:18][C@@:15]34[C:16]5[CH:17]=[C:4]([O:3][CH3:2])[CH:5]=[CH:6][C:7]=5[CH2:8][C@@H:9]2[C@@H:10]3[C@@H:11]([CH3:22])[CH2:12][C:13](=[O:21])[CH2:14]4)[CH2:26][CH2:25][CH2:24]1 |f:0.1,4.5|. Reported procedure: A sample of 3-methoxy-8β-methylmorphinan-6-one hydrochloride (prepared in Example 1C) was treated as in Example 1D, except that cyclobutylmethyl bromide (1.5 eq) was substituted for the cyclopropylmethyl bromide. The product was isolated as in Example 1D and converted to the hydrochloride salt, yield 34%, mp 217°-220° C.